This data is from the Open Reaction Database (ORD), a public repository of structured organic reaction records. The task is: describe an organic reaction: reactants, conditions, products, and yield Starting materials: NC1=C(OCC2CO2)C=CC=C1[N+](=O)[O-] (1-(2-amino-3-nitrophenoxy)-2,3-epoxy-propane), C(C)(C)(C)N (tert.-butylamine), C(C)(C)(C)NCC(COC1=C(C(=CC=C1)[N+](=O)[O-])N)O (1-tert.-butylamino-2-hydroxy-3-(2-amino-3-nitrophenoxy)-propane). Run in C(C)O (ethanol). Product: CC=1NC2=C(N1)C=CC=C2OCC(CNC(C)(C)C)O (2-methyl-4-(3-tert.-butylamino-2-hydroxy-propyloxy)-benzimidazole). Reaction SMILES: N[C:2]1C([N+]([O-])=O)=CC=C[C:3]=1OCC1OC1.C(N)(C)(C)C.[C:21]([NH:25][CH2:26][CH:27]([OH:40])[CH2:28][O:29][C:30]1[CH:35]=[CH:34][CH:33]=[C:32]([N+:36]([O-])=O)[C:31]=1[NH2:39])([CH3:24])([CH3:23])[CH3:22]>C(O)C>[CH3:2][C:3]1[NH:39][C:31]2[C:30]([O:29][CH2:28][CH:27]([OH:40])[CH2:26][NH:25][C:21]([CH3:24])([CH3:23])[CH3:22])=[CH:35][CH:34]=[CH:33][C:32]=2[N:36]=1. Reported procedure: 10.5 g. of the above 1-(2-amino-3-nitrophenoxy)-2,3-epoxy-propane were stirred for 30 hours at ambient temperature with 35 g. tert.-butylamine and 100 ml. ethanol. Subsequently, the reaction mixture was evaporated to dryness, the residue was dissolved in 200 ml. 2N hydrochloric acid, a small amount of undissolved material was filtered off with suction and the hydrochloric acid solution was shaken out several times with chlorofrom. 100 ml. 10N aqueous sodium hydroxide solution were then added to ... The reactants are S1C(=NC=C1)CNCCN (N-(2-thiazolylmethyl)ethylenediamine), C(C)N=C=S (ethyl isothiocyanate). The product is C(C)NC(=S)NCCNCC=1SC=CN1 (N-ethyl-N'-[2-(2-thiazolylmethylamino)ethyl]thiourea). RXN SMILES: [S:1]1[CH:5]=[CH:4][N:3]=[C:2]1[CH2:6][NH:7][CH2:8][CH2:9][NH2:10].[CH2:11]([N:13]=[C:14]=[S:15])[CH3:12]>>[CH2:11]([NH:13][C:14]([NH:10][CH2:9][CH2:8][NH:7][CH2:6][C:2]1[S:1][CH:5]=[CH:4][N:3]=1)=[S:15])[CH3:12]. Reported procedure: Reacting N-(2-thiazolylmethyl)ethylenediamine with ethyl isothiocyanate by the procedure of Example 3(b) and then chromatographing gives N-ethyl-N'-[2-(2-thiazolylmethylamino)ethyl]thiourea. Reacting this thiourea with lead cyanamide by the procedure of Example 3(b) gives N-cyano-N'-ethyl-N"-[2-(2-thiazolylmethylamino)ethyl]-guanidine. Reactants: CC(C)(C)OC(=O)NC(Cc1ccccc1)CC1OC(C)(C)N(C(=O)OCc2ccccc2)C1Cc1ccc(OC(=O)C(F)(F)F)cc1, CCCC[Sn](CCCC)(CCCC)c1ccncc1, [Cl-], [Li+], CN(C)C=O, Cl[Pd]Cl, c1ccc(P(c2ccccc2)c2ccccc2)cc1, c1ccc(P(c2ccccc2)c2ccccc2)cc1. Yields the product CC(C)(C)OC(=O)NC(Cc1ccccc1)CC1OC(C)(C)N(C(=O)OCc2ccccc2)C1Cc1ccc(-c2ccncc2)cc1. Reaction SMILES: [CH2:1]([c:2]1[cH:3][cH:4][cH:5][cH:6][cH:7]1)[O:8][C:9](=[O:10])[N:11]1[C:12]([CH3:47])([CH3:48])[O:13][CH:14]([CH2:30][CH:31]([CH2:32][c:33]2[cH:34][cH:35][cH:36][cH:37][cH:38]2)[NH:39][C:40](=[O:41])[O:42][C:43]([CH3:44])([CH3:45])[CH3:46])[CH:15]1[CH2:16][c:17]1[cH:18][cH:19][c:20]([O:23][C:24](=[O:25])[C:26]([F:27])([F:28])[F:29])[cH:21][cH:22]1.[CH2:51]([Sn:52]([CH2:53][CH2:54][CH2:55][CH3:62])([c:56]1[cH:57][cH:58][n:59][cH:60][cH:61]1)[CH2:63][CH2:64][CH2:65][CH3:66])[CH2:67][CH2:68][CH3:69].[Cl-:49].[Li+:50].[O:70]=[CH:71][N:72]([CH3:73])[CH3:74].[Pd:75]([Cl:76])[Cl:77].[c:78]1([P:79]([c:80]2[cH:81][cH:82][cH:83][cH:84][cH:85]2)[c:86]2[cH:87][cH:88][cH:89][cH:90][cH:91]2)[cH:92][cH:93][cH:94][cH:95][cH:96]1.[c:97]1([P:98]([c:99]2[cH:100][cH:101][cH:102][cH:103][cH:104]2)[c:105]2[cH:106][cH:107][cH:108][cH:109][cH:110]2)[cH:111][cH:112][cH:113][cH:114][cH:115]1>>[CH2:1]([c:2]1[cH:3][cH:4][cH:5][cH:6][cH:7]1)[O:8][C:9](=[O:10])[N:11]1[C:12]([CH3:47])([CH3:48])[O:13][CH:14]([CH2:30][CH:31]([CH2:32][c:33]2[cH:34][cH:35][cH:36][cH:37][cH:38]2)[NH:39][C:40](=[O:41])[O:42][C:43]([CH3:44])([CH3:45])[CH3:46])[CH:15]1[CH2:16][c:17]1[cH:18][cH:19][c:20](-[c:56]2[cH:57][cH:58][n:59][cH:60][cH:61]2)[cH:21][cH:22]1. Yields the product CCC(=O)CN(C1CCN(C(C)C(=O)OC(C)(C)C)C1=O)S(=O)(=O)c1ccc2cc(Cl)ccc2c1. As a reaction SMILES: [Br:41][CH2:42][C:43]([CH2:44][CH3:45])=[O:46].[C:1]([CH3:2])([CH3:3])([CH3:4])[O:5][C:6]([CH:7]([CH3:8])[N:9]1[C:10](=[O:29])[CH:11]([NH:14][S:15](=[O:16])(=[O:17])[c:18]2[cH:19][c:20]3[cH:21][cH:22][c:23]([Cl:28])[cH:24][c:25]3[cH:26][cH:27]2)[CH2:12][CH2:13]1)=[O:30].[CH2:49]1[O:50][CH2:51][CH2:52][CH2:53]1.[CH3:31][Si:32]([N-:33][Si:34]([CH3:35])([CH3:36])[CH3:37])([CH3:38])[CH3:39].[CH3:47][OH:48].[Li+:40]>>[C:1]([CH3:2])([CH3:3])([CH3:4])[O:5][C:6]([CH:7]([CH3:8])[N:9]1[C:10](=[O:29])[CH:11]([N:14]([S:15](=[O:16])(=[O:17])[c:18]2[cH:19][c:20]3[cH:21][cH:22][c:23]([Cl:28])[cH:24][c:25]3[cH:26][cH:27]2)[CH2:42][C:43]([CH2:44][CH3:45])=[O:46])[CH2:12][CH2:13]1)=[O:30]. The reactants are CCC(=O)CBr, CC(C(=O)OC(C)(C)C)N1CCC(NS(=O)(=O)c2ccc3cc(Cl)ccc3c2)C1=O, C1CCOC1, C[Si](C)(C)[N-][Si](C)(C)C, CO, [Li+]. Reactants: [Li]CCCC, CCCCCC, CC1NC(=O)OC1c1ccccc1, O=C(Cl)CCC(F)(F)F, C1CCOC1. Product: CC1C(c2ccccc2)OC(=O)N1C(=O)CCC(F)(F)F. As a reaction SMILES: [CH2:1]([Li:2])[CH2:3][CH2:4][CH3:5].[CH3:28][CH2:29][CH2:30][CH2:31][CH2:32][CH3:33].[CH3:6][CH:7]1[NH:8][C:9](=[O:18])[O:10][CH:11]1[c:12]1[cH:13][cH:14][cH:15][cH:16][cH:17]1.[F:19][C:20]([CH2:21][CH2:22][C:23](=[O:24])[Cl:25])([F:26])[F:27].[O:34]1[CH2:35][CH2:36][CH2:37][CH2:38]1>>[CH3:6][CH:7]1[N:8]([C:23]([CH2:22][CH2:21][C:20]([F:19])([F:26])[F:27])=[O:24])[C:9](=[O:18])[O:10][CH:11]1[c:12]1[cH:13][cH:14][cH:15][cH:16][cH:17]1. Reactants: ClC1=C(C=CC=C1)NC(=O)C1=CC2=C(N=C(N=C2)S(=O)(=O)C)N1C1=CC=C(C=C1)F (7-(4-fluoro-phenyl)-2-methanesulfonyl-7H-pyrrolo[2,3-d]pyrimidine-6-carboxylic acid (2-chloro-phenyl)-amide), C(C)(C)N(CC)C(C)C (diisopropylethylamine), Cl.NC(C(C)(O)C)C (3-amino-2-methyl-butan-2-ol hydrochloride salt). Run in CN1C(CCC1)=O (N-methyl-pyrrolidinone). Run at temperature 140 celsius. The product is ClC1=C(C=CC=C1)NC(=O)C1=CC2=C(N=C(N=C2)NC(C(C)(C)O)C)N1C1=CC=C(C=C1)F (7-(4-fluorophenyl)-2-(2-hydroxy-1,2-dimethyl-propylamino)-7H-pyrrolo[2,3-d]pyrimidine-6-carboxylic acid (2-chlorophenyl)-amide). Reaction SMILES: [Cl:1][C:2]1[CH:7]=[CH:6][CH:5]=[CH:4][C:3]=1[NH:8][C:9]([C:11]1[N:23]([C:24]2[CH:29]=[CH:28][C:27]([F:30])=[CH:26][CH:25]=2)[C:14]2[N:15]=[C:16](S(C)(=O)=O)[N:17]=[CH:18][C:13]=2[CH:12]=1)=[O:10].C(N(C(C)C)CC)(C)C.Cl.[NH2:41][CH:42]([CH3:47])[C:43]([CH3:46])([OH:45])[CH3:44]>CN1CCCC1=O>[Cl:1][C:2]1[CH:7]=[CH:6][CH:5]=[CH:4][C:3]=1[NH:8][C:9]([C:11]1[N:23]([C:24]2[CH:29]=[CH:28][C:27]([F:30])=[CH:26][CH:25]=2)[C:14]2[N:15]=[C:16]([NH:41][CH:42]([CH3:47])[C:43]([OH:45])([CH3:46])[CH3:44])[N:17]=[CH:18][C:13]=2[CH:12]=1)=[O:10] |f:2.3|. Procedure details: To a solution of 7-(4-fluoro-phenyl)-2-methanesulfonyl-7H-pyrrolo[2,3-d]pyrimidine-6-carboxylic acid (2-chloro-phenyl)-amide, 27, (0.11 g, 0.25 mmol) in N-methyl-pyrrolidinone (3 mL) is added diisopropylethylamine (0.22 mL, 1.28 mmol) and 3-amino-2-methyl-butan-2-ol hydrochloride salt (0.11 g, 0.77 mmol). The mixture is heated to 140° C. for 4 hours and the resulting solution purified by preparative HPLC to afford the desired product as a yellowish solid: 1H NMR (300 MHz, CDCl3) δ 8.58 (s, 1H), ... The reactants are CC(C)(C)[Si](C)(C)OCCCc1ccc(CC(C#N)C(=O)N(Cc2cccc(Cl)c2Cl)C2CC2)cc1, C1CCOC1, C[Si](C)(C)[N-][Si](C)(C)C, CI, [K+]. Yields the product CC(C#N)(Cc1ccc(CCCO[Si](C)(C)C(C)(C)C)cc1)C(=O)N(Cc1cccc(Cl)c1Cl)C1CC1. RXN SMILES: [C:1]([CH3:2])([CH3:3])([CH3:4])[Si:5]([O:6][CH2:7][CH2:8][CH2:9][c:10]1[cH:11][cH:12][c:13]([CH2:16][CH:17]([C:18](=[O:19])[N:20]([CH2:21][c:22]2[c:23]([Cl:29])[c:24]([Cl:28])[cH:25][cH:26][cH:27]2)[CH:30]2[CH2:31][CH2:32]2)[C:33]#[N:34])[cH:14][cH:15]1)([CH3:35])[CH3:36].[CH2:49]1[O:50][CH2:51][CH2:52][CH2:53]1.[CH3:37][Si:38]([N-:39][Si:40]([CH3:41])([CH3:42])[CH3:43])([CH3:44])[CH3:45].[I:47][CH3:48].[K+:46]>>[C:1]([CH3:2])([CH3:3])([CH3:4])[Si:5]([O:6][CH2:7][CH2:8][CH2:9][c:10]1[cH:11][cH:12][c:13]([CH2:16][C:17]([C:18](=[O:19])[N:20]([CH2:21][c:22]2[c:23]([Cl:29])[c:24]([Cl:28])[cH:25][cH:26][cH:27]2)[CH:30]2[CH2:31][CH2:32]2)([C:33]#[N:34])[CH3:37])[cH:14][cH:15]1)([CH3:35])[CH3:36]. The reactants are S(=O)(=O)([O-])C1=CC=C(C)C=C1 (tosylate), [I-].[Na+] (sodium iodide), C(C)(=O)OCC (ethyl acetate), C(CCCCCCC\C=C/C\C=C/CCCCC)O (linoleyl alcohol). Solvent: CC(=O)C (acetone). The product is C(CCCCCCC\C=C/C\C=C/CCCCC)I (linoleyl iodide). RXN SMILES: C(OCC)(=O)C.[CH2:7](O)[CH2:8][CH2:9][CH2:10][CH2:11][CH2:12][CH2:13][CH2:14]/[CH:15]=[CH:16]\[CH2:17]/[CH:18]=[CH:19]\[CH2:20][CH2:21][CH2:22][CH2:23][CH3:24].S(C1C=CC(C)=CC=1)([O-])(=O)=O.[I-:37].[Na+]>CC(C)=O>[CH2:7]([I:37])[CH2:8][CH2:9][CH2:10][CH2:11][CH2:12][CH2:13][CH2:14]/[CH:15]=[CH:16]\[CH2:17]/[CH:18]=[CH:19]\[CH2:20][CH2:21][CH2:22][CH2:23][CH3:24] |f:3.4|. Procedure details: A solution of linoleyl alcohol (5.32 g, 200 mmole) and pyridine (40 ml) was cooled to 0° C. and added to p-toluene-sulfonic chloride (4.2 g, 220 mmole) in 10 ml of pyridine. The resulting solution was stirred overnight at 0° C. and poured into 50 ml of ice water. The organic layer was extracted with 100 ml of ether and the organic layer was washed with 1% aqueous hydrochloric acid until acidic and then washed three times with water. The organic solution was dried over magnesium sulfate, filtered...